From a dataset of the Open Reaction Database (ORD), a public repository of structured organic reaction records. describe an organic reaction: reactants, conditions, products, and yield The reactants are CC(C)OC(=O)/N=N/C(=O)OC(C)C (DIAD), CC[C@@H](C)O (R-(−)-sec-butanol), C1(=CC=CC=C1)P(C1=CC=CC=C1)C1=CC=CC=C1 (triphenylphosphine), OC=1C=C(C(=O)OC)C=C(C1)OCC1=CC=CC=C1 (methyl 3-hydroxy-5-{[phenylmethyl]oxy}benzoate). The solvent is C(C)OCC (diethyl ether), C1CCOC1 (THF), C1CCOC1 (THF). Product: C[C@@H](CC)OC=1C=C(C(=O)OC)C=C(C1)OCC1=CC=CC=C1 (Methyl 3-{[(1S)-1-methylpropyl]oxy}-5-[(phenylmethyl)oxy]benzoate). Isolated yield 84.2%. RXN SMILES: CC(OC(/N=N/C(OC(C)C)=O)=O)C.[OH:15][C:16]1[CH:17]=[C:18]([CH:23]=[C:24]([O:26][CH2:27][C:28]2[CH:33]=[CH:32][CH:31]=[CH:30][CH:29]=2)[CH:25]=1)[C:19]([O:21][CH3:22])=[O:20].[CH3:34][CH2:35][C@H:36](O)[CH3:37].C1(P(C2C=CC=CC=2)C2C=CC=CC=2)C=CC=CC=1>C1COCC1.C(OCC)C>[CH3:34][C@H:35]([O:15][C:16]1[CH:17]=[C:18]([CH:23]=[C:24]([O:26][CH2:27][C:28]2[CH:33]=[CH:32][CH:31]=[CH:30][CH:29]=2)[CH:25]=1)[C:19]([O:21][CH3:22])=[O:20])[CH2:36][CH3:37]. Procedure: A solution of DIAD (16.6 mL, 84.0 mmol) in dry THF (100 mL) was added dropwise to a cooled (ice bath) stirred mixture of methyl 3-hydroxy-5-{[phenylmethyl]oxy}benzoate (14.5 g, 56.2 mmol); R-(−)-sec-butanol (5 g, 67.0 mmol) and solid-supported triphenylphosphine (28 g, of 3 mmol per g loading, 84.0 mmol) in dry THF (400 mL) whilst maintaining the temperature below 10° C. The mixture was allowed to stir for 3 hours, then diluted with diethyl ether (800 mL) and filtered. Removal of the solvent gav... Reactants: COC(=O)c1c(OCc2ccccc2)c(=O)c(C(=O)NCc2ccc(F)cc2)cn1CC=O, Cl, Cl, CC1CCN(C)C2Cn3cc(C(=O)NCc4ccc(F)cc4)c(=O)c(OCc4ccccc4)c3C(=O)N12, CNCCC(C)N. Product: CC1CCN(C)C2Cn3cc(C(=O)NCc4ccc(F)cc4)c(=O)c(O)c3C(=O)N12. RXN SMILES: [CH3:1][O:2][C:3]([c:4]1[n:5]([CH2:6][CH:7]=[O:8])[cH:9][c:10]([C:11](=[O:12])[NH:13][CH2:14][c:15]2[cH:16][cH:17][c:18]([F:19])[cH:20][cH:21]2)[c:22](=[O:23])[c:24]1[O:25][CH2:26][c:27]1[cH:28][cH:29][cH:30][cH:31][cH:32]1)=[O:33].[ClH:34].[ClH:35].[F:43][c:44]1[cH:45][cH:46][c:47]([CH2:50][NH:51][C:52](=[O:53])[c:54]2[c:55](=[O:79])[c:56]([O:71][CH2:72][c:73]3[cH:74][cH:75][cH:76][cH:77][cH:78]3)[c:57]3[n:58]([cH:70]2)[CH2:59][CH:60]2[N:61]([CH:62]([CH3:67])[CH2:63][CH2:64][N:65]2[CH3:66])[C:68]3=[O:69])[cH:48][cH:49]1.[NH2:36][CH:37]([CH3:38])[CH2:39][CH2:40][NH:41][CH3:42]>>[F:43][c:44]1[cH:45][cH:46][c:47]([CH2:50][NH:51][C:52](=[O:53])[c:54]2[c:55](=[O:79])[c:56]([OH:71])[c:57]3[n:58]([cH:70]2)[CH2:59][CH:60]2[N:61]([CH:62]([CH3:67])[CH2:63][CH2:64][N:65]2[CH3:66])[C:68]3=[O:69])[cH:48][cH:49]1. Starting materials: N[C@H](CC(=O)O)C1=CC(=CC=C1)[N+](=O)[O-] ((R)-3-amino-3-(3-nitrophenyl)propionic acid), S(=O)(Cl)Cl (thionyl chloride), CO (methanol). Yields the product NC(CC(=O)OC)C1=CC(=CC=C1)[N+](=O)[O-] (methyl 3-amino-3-(3-nitrophenyl)propionate). RXN SMILES: [NH2:1][C@@H:2]([C:7]1[CH:12]=[CH:11][CH:10]=[C:9]([N+:13]([O-:15])=[O:14])[CH:8]=1)[CH2:3][C:4]([OH:6])=[O:5].S(Cl)(Cl)=O.[CH3:20]O>>[NH2:1][CH:2]([C:7]1[CH:12]=[CH:11][CH:10]=[C:9]([N+:13]([O-:15])=[O:14])[CH:8]=1)[CH2:3][C:4]([O:6][CH3:20])=[O:5]. Reported procedure: (R)-3-amino-3-(3-nitrophenyl)propionic acid is esterified in analogy to Example 2 by activation with thionyl chloride and reaction with methanol under standard conditions to give methyl 3-amino-3-(3-nitrophenyl)propionate, which is reacted with BOC-Gly-OH and 4-(4-methylpyridin-2-ylamino)butyric acid. Cleavage of the ester results in (R)-3-{2-[4-(4-methylpyridin-2-ylamino)butyrylamino]acetylamino}-3-(3-nitrophenyl)propionic acid. Use of an excess of NaOH results in the sodium salt of (R)-3-{2-[4... Reactants: O1COC2=C1C=CC(=C2)S(=O)(=O)N (1,3-benzodioxole-5-sulfonamide), [OH-].[Na+] (sodium hydroxide), ClC1=CC=C(C=C1)N=C=O (4-chlorophenylisocyanate), O (water). The solvent is CC(=O)C (acetone), CC(=O)C (acetone). Yields the product ClC1=CC=C(C=C1)NC(=O)NS(=O)(=O)C1=CC2=C(OCO2)C=C1 (N[[(4-chlorophenyl)amino]carbonyl]-1,3-benzodioxole-5-sulfonamide). Yield: 75.0%. RXN SMILES: [O:1]1[C:5]2[CH:6]=[CH:7][C:8]([S:10]([NH2:13])(=[O:12])=[O:11])=[CH:9][C:4]=2[O:3][CH2:2]1.[OH-].[Na+].[Cl:16][C:17]1[CH:22]=[CH:21][C:20]([N:23]=[C:24]=[O:25])=[CH:19][CH:18]=1.O>CC(C)=O>[Cl:16][C:17]1[CH:22]=[CH:21][C:20]([NH:23][C:24]([NH:13][S:10]([C:8]2[CH:7]=[CH:6][C:5]3[O:1][CH2:2][O:3][C:4]=3[CH:9]=2)(=[O:12])=[O:11])=[O:25])=[CH:19][CH:18]=1 |f:1.2|. Procedure details: To a solution of 26.9 g of 1,3-benzodioxole-5-sulfonamide in 100 ml of acetone was added 150 ml of a 1N sodium hydroxide solution. A solution of 26.4 g of 4-chlorophenylisocyanate in 85 ml of acetone was added to the reaction mixture with stirring. After stirring at room temperature for 18 hours, the reaction mixture was filtered and 150 ml of 1N hydrochloric acid were added to the filtrate, thereby providing a precipitate. One liter of water was added, and the solid was recovered by filtration ... The reactants are FC(OC=1C=C2C(=CNC2=CC1)C(C)=O)(F)F (1-(5-trifluoromethoxy-1H-indol-3-yl)-ethanone), C(=O)([O-])[O-].[K+].[K+] (K2CO3), BrCC(=O)OC(C)(C)C (tert-butyl 2-bromoacetate). Run in CC#N (CH3CN). Reaction conditions: temperature 90 celsius, time 8 hour. The product is C(C)(C)(C)OC(CN1C=C(C2=CC(=CC=C12)OC(F)(F)F)C(C)=O)=O ((3-Acetyl-5-trifluoromethoxy-indol-1-yl)-acetic acid tert-butyl ester). As a reaction SMILES: [F:1][C:2]([F:17])([F:16])[O:3][C:4]1[CH:5]=[C:6]2[C:10](=[CH:11][CH:12]=1)[NH:9][CH:8]=[C:7]2[C:13](=[O:15])[CH3:14].C([O-])([O-])=O.[K+].[K+].Br[CH2:25][C:26]([O:28][C:29]([CH3:32])([CH3:31])[CH3:30])=[O:27]>CC#N>[C:29]([O:28][C:26](=[O:27])[CH2:25][N:9]1[C:10]2[C:6](=[CH:5][C:4]([O:3][C:2]([F:1])([F:16])[F:17])=[CH:12][CH:11]=2)[C:7]([C:13](=[O:15])[CH3:14])=[CH:8]1)([CH3:32])([CH3:31])[CH3:30] |f:1.2.3|. Procedure details: To a solution of 1-(5-trifluoromethoxy-1H-indol-3-yl)-ethanone (0.50 g, 2.06 mmol) in CH3CN (10 mL) was added K2CO3 (0.313 g, 2.26 mmol) and tert-butyl 2-bromoacetate (0.334 mL, 2.26 mmol). The reaction mixture was stirred at 90° C. overnight. The reaction mixture was filtered, and the filtrate was diluted with CH2Cl2. The organics were washed with 1M aqueous HCl solution (5 mL) and saturated aqueous NaHCO3 solution (5 mL). The organic layer was dried (phase separator) and evaporated in vacuo to... Starting materials: CeO2, O=[Ce]=O (ceria), [O-2].[O-2].[O-2].[Al+3].[Al+3] (gamma alumina), [N+](=O)(O)[O-] (nitric acid), O=[Ce]=O (ceria). The reagents and catalysts are [Pd] (palladium), [Pd] (palladium), [Pd] (palladium), [N+](=O)([O-])[O-].[Pd+2].[N+](=O)([O-])[O-] (palladium nitrate). The product is [N+](=O)([O-])[O-].[Ce+3].[N+](=O)([O-])[O-].[N+](=O)([O-])[O-] (cerium nitrate), CeO2,lanthanum nitrate. Reaction SMILES: [O-2].[O-2].[O-2].[Al+3].[Al+3].[N+:6]([O-:9])([OH:8])=[O:7].O=[Ce:11]=O>[N+]([O-])([O-])=O.[Pd+2].[N+]([O-])([O-])=O.[Pd]>[N+:6]([O-:9])([O-:8])=[O:7].[Ce+3:11].[N+:6]([O-:9])([O-:8])=[O:7].[N+:6]([O-:9])([O-:8])=[O:7] |f:0.1.2.3.4,7.8.9,11.12.13.14|. Procedure details: A quantity of 700 grams of gamma alumina powder having a surface area of 150 square meters per gram (150 m2 /g) was impregnated with an aqueous palladium nitrate solution containing 31.9 grams of palladium. All 31.9 grams of palladium were impregnated. The palladium containing alumina, a nitric acid stabilized colloidal dispersion of ceria containing 300 grams CeO2 (Note: The average CeO2 particle size is about 100 angstrom. This is not bulk ceria.), cerium nitrate crystals in an amount sufficie... Starting materials: C(Cl)(Cl)Cl (chloroform), C(C)(=O)NC1=CC=C(CC#N)C=C1 (4-(acetylamino)benzyl cyanide). The reagents and catalysts are [Pt](=O)=O (platinum (IV) oxide). The solvent is C(C)O (ethanol). The product is ClCCl.CO.N (dichloromethane methanol ammonia), C(C)(=O)NC1=CC=C(CCN)C=C1 (4-(Acetylamino)phenethylamine). The yield is 80.0%. As a reaction SMILES: [C:1]([NH:4][C:5]1[CH:13]=[CH:12][C:8]([CH2:9][C:10]#[N:11])=[CH:7][CH:6]=1)(=[O:3])[CH3:2].[CH:14](Cl)([Cl:16])[Cl:15]>C(O)C.[Pt](=O)=O>[Cl:15][CH2:14][Cl:16].[CH3:1][OH:3].[NH3:4].[C:1]([NH:4][C:5]1[CH:13]=[CH:12][C:8]([CH2:9][CH2:10][NH2:11])=[CH:7][CH:6]=1)(=[O:3])[CH3:2] |f:4.5.6|. Procedure: To a cooled (0° C.) and stirred solution of 4-aminobenzyl cyanide (2.38 g, 18.04 mmol) in anhydrous dichloromethane (30 ml) was added anhydrous triethylamine (7.54 ml, 54.12 mmol) followed by acetic anhydride (2.56 ml, 27.06 mmol) under nitrogen. The mixture was allowed to warm to room temperature and it was stirred for 18 h before it was diluted with ethyl acetate (150 ml) and-washed with 10% aqueous sodium bicarbonate (100 ml), 2M hydrochloric acid (50 ml), brine (50 ml), then dried (MgSO4) an... The reactants are CSC=1C=C(C#N)C=CC1 (m-methylthiobenzonitrile), C(#N)N=C(N)N (dicyanodiamide), [OH-].[K+] (caustic potash). The solvent is COCCO (methyl cellosolve), O (water). Yields the product NC1=NC(=NC(=N1)N)C1=CC(=CC=C1)SC (2,4-diamino-6-(3-methylthiophenyl)-s-triazine). Reaction SMILES: [CH3:1][S:2][C:3]1[CH:4]=[C:5]([CH:8]=[CH:9][CH:10]=1)[C:6]#[N:7].[C:11]([N:13]=[C:14]([NH2:16])[NH2:15])#[N:12].[OH-].[K+]>COCCO.O>[NH2:12][C:11]1[N:13]=[C:14]([NH2:16])[N:15]=[C:6]([C:5]2[CH:8]=[CH:9][CH:10]=[C:3]([S:2][CH3:1])[CH:4]=2)[N:7]=1 |f:2.3|. Reported procedure: 4.0 g of m-methylthiobenzonitrile, 2.7 g of dicyanodiamide and 2.0 g of caustic potash are dissolved in 20 ml of methyl cellosolve, and the mixture is refluxed for 4 hours. After cooling, the mixture is diluted with water and the separated crystals are recrystallized from dioxane. Melting point: 229°-230° C.; Yield: 3.4 g. The reactants are C([O-])([O-])=O.[K+].[K+] (Potassium carbonate), C(C)(C)(C)OC(CBr)=O (tert-butylbromoacetate), C(C)C1(NNC=C1OC1=CC=C(C#N)C=C1)OC (4-[(3-Ethyl-3-methoxy-1H-pyrazol-4-yl)oxy]benzonitrile). The solvent is CN(C=O)C (N,N-dimethylformamide). Conditions: temperature 50 celsius, time 8 hour. Yields the product C(C)(C)(C)OC(CN1N=C(C(=C1CC)OC1=CC=C(C=C1)C#N)OC)=O (tert-Butyl[4-(4-cyanophenoxy)-5-ethyl-3-methoxy-1H-pyrazol-1-yl]acetate). Yield: 74.4%. RXN SMILES: [C:1](=[O:4])([O-])[O-].[K+].[K+].[C:7]([O:11][C:12](=[O:15])[CH2:13]Br)([CH3:10])([CH3:9])[CH3:8].[CH2:16]([C:18]1(OC)[C:22]([O:23][C:24]2[CH:31]=[CH:30][C:27]([C:28]#[N:29])=[CH:26][CH:25]=2)=[CH:21][NH:20][NH:19]1)[CH3:17]>CN(C)C=O>[C:7]([O:11][C:12](=[O:15])[CH2:13][N:19]1[C:18]([CH2:16][CH3:17])=[C:22]([O:23][C:24]2[CH:31]=[CH:30][C:27]([C:28]#[N:29])=[CH:26][CH:25]=2)[C:21]([O:4][CH3:1])=[N:20]1)([CH3:10])([CH3:9])[CH3:8] |f:0.1.2|. Reported procedure: Potassium carbonate (306 mg, 2.22 mmol) and tert-butylbromoacetate (330 μl, 2.22 mmol) were added to a solution of the benzonitrile of Example 15 (270 mg, 1.11 mmol) in N,N-dimethylformamide (5 ml). The reaction mixture was stirred overnight at 50° C. under nitrogen and then evaporated to dryness. The resulting residue was partitioned between dichloromethane (15 ml) and water (15 ml). The organic layer was separated, and the aqueous layer was extracted twice more with dichloromethane (2×10 ml). ... The reactants are C1(=CC=CC=C1)[Mg]Br (PhMgBr), [NH4+].[Cl-] (NH4Cl), CON(C(=O)C1CN(CC1)C(=O)OC(C)(C)C)C (tert-butyl 3-(methoxy(methyl)carbamoyl)pyrrolidine-1-carboxylate), ice. Solvent: C1CCOC1 (THF), C1CCOC1 (THF). Conditions: time 3 hour. Yields the product C(C1=CC=CC=C1)(=O)C1CN(CC1)C(=O)OC(C)(C)C (tert-butyl 3-benzoylpyrrolidine-1-carboxylate). The yield is 84.0%. As a reaction SMILES: CON(C)[C:4]([CH:6]1[CH2:10][CH2:9][N:8]([C:11]([O:13][C:14]([CH3:17])([CH3:16])[CH3:15])=[O:12])[CH2:7]1)=[O:5].[C:19]1([Mg]Br)[CH:24]=[CH:23][CH:22]=[CH:21][CH:20]=1.[NH4+].[Cl-]>C1COCC1>[C:4]([CH:6]1[CH2:10][CH2:9][N:8]([C:11]([O:13][C:14]([CH3:15])([CH3:16])[CH3:17])=[O:12])[CH2:7]1)(=[O:5])[C:19]1[CH:24]=[CH:23][CH:22]=[CH:21][CH:20]=1 |f:2.3|. Procedure: A stirred solution of tert-butyl 3-(methoxy(methyl)carbamoyl)pyrrolidine-1-carboxylate (2.27 g, 8.8 mmol) in dry THF (40 mL) was cooled in an ice bath and 1 M PhMgBr in THF (20 mL, 20.0 mmol) was added dropwise over 2 min. The mixture was stirred and the ice bath was allowed to melt. After 3 h, the mixture was poured into satd aq NH4Cl and extracted with ether (2×200 mL). The combined ether extracts were dried over MgSO4 and concentrated to leave an oil. Flash chromatography on a 40-g silica car...